Task: describe an organic reaction: reactants, conditions, products, and yield. Dataset: the Open Reaction Database (ORD), a public repository of structured organic reaction records The reactants are ClC1=CC2=C(C=3N(CCO2)C=C(N3)C3=NC=NN3C(C)C)C=N1 (9-chloro-2-(1-isopropyl-1H-1,2,4-triazol-5-yl)-5,6-dihydroimidazo[1,2-d]pyrido[3,4-f][1,4]oxazepine), C(C)(=O)O (acetic acid). Reaction conditions: temperature 155 celsius, time 1 hour. The product is C(C)(C)N1N=CN=C1C=1N=C2N(CCOC=3C2=CNC(C3)=O)C1 (2-(1-Isopropyl-1H-1,2,4-triazol-5-yl)-5,6-dihydroimidazo[1,2-d]pyrido[3,4-f][1,4]oxazepin-9(10H)-one). Reaction SMILES: Cl[C:2]1[N:23]=[CH:22][C:5]2[C:6]3[N:7]([CH:11]=[C:12]([C:14]4[N:18]([CH:19]([CH3:21])[CH3:20])[N:17]=[CH:16][N:15]=4)[N:13]=3)[CH2:8][CH2:9][O:10][C:4]=2[CH:3]=1.C(O)(=[O:26])C>>[CH:19]([N:18]1[C:14]([C:12]2[N:13]=[C:6]3[C:5]4=[CH:22][NH:23][C:2](=[O:26])[CH:3]=[C:4]4[O:10][CH2:9][CH2:8][N:7]3[CH:11]=2)=[N:15][CH:16]=[N:17]1)([CH3:21])[CH3:20]. Procedure details: A solution of 2.64 g (8.00 mmol) of 9-chloro-2-(1-isopropyl-1H-1,2,4-triazol-5-yl)-5,6-dihydroimidazo[1,2-d]pyrido[3,4-f][1,4]oxazepine 317 in 250 ml of glacial acetic acid was placed into 350 ml glass pressure vessel. The vessel was closed and the mixture was heated for 64 hours at 155° C. The mixture was cooled down to room temperature. White precipitate appeared. The mixture was concentrated to 50 ml volume in vacuum, the solid material was filtered out, washed with acetic acid, ethyl ether a... The reactants are O=Cc1cccc(Br)c1, COC(=O)C=P(c1ccccc1)(c1ccccc1)c1ccccc1, Cc1ccccc1. The product is COC(=O)C=Cc1cccc(Br)c1. Reaction SMILES: [Br:1][c:2]1[cH:3][c:4]([CH:5]=[O:6])[cH:7][cH:8][cH:9]1.[CH3:10][O:11][C:12](=[O:13])[CH:14]=[P:15]([c:16]1[cH:17][cH:18][cH:19][cH:20][cH:21]1)([c:22]1[cH:23][cH:24][cH:25][cH:26][cH:27]1)[c:28]1[cH:29][cH:30][cH:31][cH:32][cH:33]1.[CH3:34][c:35]1[cH:36][cH:37][cH:38][cH:39][cH:40]1>>[Br:1][c:2]1[cH:3][c:4]([CH:5]=[CH:14][C:12]([O:11][CH3:10])=[O:13])[cH:7][cH:8][cH:9]1.